This data is from the Open Reaction Database (ORD), a public repository of structured organic reaction records. The task is: describe an organic reaction: reactants, conditions, products, and yield Reactants: BrC=1N=C(SC1)C(N[C@H](C(F)(F)F)C)=NN ((S)-4-bromo-N-(1,1,1-trifluoropropan-2-yl)thiazole-2-carbohydrazonamide), C(C)OC(OCC)OCC (triethoxymethane). Product: BrC=1N=C(SC1)C1=NN=CN1[C@H](C(F)(F)F)C ((S)-4-bromo-2-(4-(1,1,1-trifluoropropan-2-yl)-4H-1,2,4-triazol-3-yl)thiazole). Reaction SMILES: [Br:1][C:2]1[N:3]=[C:4]([C:7](=[N:15][NH2:16])[NH:8][C@@H:9]([CH3:14])[C:10]([F:13])([F:12])[F:11])[S:5][CH:6]=1.[CH2:17](OC(OCC)OCC)C>>[Br:1][C:2]1[N:3]=[C:4]([C:7]2[N:8]([C@@H:9]([CH3:14])[C:10]([F:13])([F:11])[F:12])[CH:17]=[N:16][N:15]=2)[S:5][CH:6]=1. Procedure: (S)-4-bromo-N-(1,1,1-trifluoropropan-2-yl)thiazole-2-carbohydrazonamide (55 g,) in triethoxymethane (500 ml) was stirred at 90 OC for 3 hours and then at 130° C. overnight and the reaction was concentrated. The residue was purified by column to obtain (S)-4-bromo-2-(4-(1,1,1-trifluoropropan-2-yl)-4H-1,2,4-triazol-3-yl)thiazole. 1HNMR (400 MHz, CDCl3): δ 8.46 (1H, s), 7.43 (1H, s), 6.48-6.52 (1H, m), 1.83 (3H, d, J=7.2 Hz). Starting materials: COCOC1=CC=C(C=C1)N1CCN(CC1)C1=CC=C(C=C1)N1C=NNC1=O (4-(4-(4-(4-(Methoxymethoxy)phenyl)piperazin-1-yl)phenyl)-1H-1,2,4-triazol-5(4H)-one), CC1=CC=C(C=C1)S(=O)(=O)OCCC#CCC (Hex-3-ynyl 4-methylbenzenesulfonate), C(=O)([O-])[O-].[K+].[K+] (K2CO3), C1COCCOCCOCCOCCOCCO1 (18-Crown-6). Yields the product C(CC#CCC)N1N=CN(C1=O)C1=CC=C(C=C1)N1CCN(CC1)C1=CC=C(C=C1)OCOC (1-(Hex-3-ynyl)-4-(4-(4-(4-(methoxymethoxy)phenyl)piperazin-1-yl)phenyl)-1H-1,2,4-triazol-5(4H)-one). Yield: 60.0%. As a reaction SMILES: [CH3:1][O:2][CH2:3][O:4][C:5]1[CH:10]=[CH:9][C:8]([N:11]2[CH2:16][CH2:15][N:14]([C:17]3[CH:22]=[CH:21][C:20]([N:23]4[C:27](=[O:28])[NH:26][N:25]=[CH:24]4)=[CH:19][CH:18]=3)[CH2:13][CH2:12]2)=[CH:7][CH:6]=1.C[C:30]1[CH:35]=[CH:34][C:33](S(OCCC#CCC)(=O)=O)=[CH:32][CH:31]=1.C([O-])([O-])=O.[K+].[K+].C1OCCOCCOCCOCCOCCOC1>>[CH2:34]([N:26]1[C:27](=[O:28])[N:23]([C:20]2[CH:21]=[CH:22][C:17]([N:14]3[CH2:13][CH2:12][N:11]([C:8]4[CH:9]=[CH:10][C:5]([O:4][CH2:3][O:2][CH3:1])=[CH:6][CH:7]=4)[CH2:16][CH2:15]3)=[CH:18][CH:19]=2)[CH:24]=[N:25]1)[CH2:35][C:30]#[C:31][CH2:32][CH3:33] |f:2.3.4|. Procedure details: This compound was synthesized as a yellowish amorphous solid from 13 (56.0 mg, 0.147 mmol), 3o (48.2 mg, 0.191 mmol), K2CO3 (40.6 mg, 0.294 mmol), and 18-Crown-6 (38.9 mg, 0.147 mmol) in 60% yield by following general procedure 1.3: 1H NMR (400 MHz, CDCl3, δH) 7.61 (s, 1H), 7.45-7.34 (m, 2H), 7.10-6.87 (m, 6H), 5.12 (s, 2H), 3.97 (t, J=7.3 Hz, 2H), 3.47 (s, 3H), 3.35 (dd, J=6.3, 3.6 Hz, 4H), 3.23 (dd, J=6.3, 3.6 Hz, 4H), 2.63 (tt, J=7.3, 2.3 Hz, 2H), 2.14 (qt, J=7.5, 2.3 Hz, 2H), 1.09 (t, J=7.5 ... The reactants are CCOC(=O)[C@H]1N(C[C@H](C1)N=[N+]=[N-])C(=O)OC(C)(C)C ((2S,4S)-4-azido-pyrrolidin-1,2-dicarboxylic acid-1-tert-butyl ester-2-ethyl ester). Reagents/catalysts: [Pd] (Pd/C). Solvent: CO (CH3OH). Reaction conditions: time 24 hour. The product is CCOC(=O)[C@H]1N(C[C@H](C1)N)C(=O)OC(C)(C)C ((2S,4S)-4-amino-pyrrolidine-1,2-dicarboxylic acid-1-tert-butyl ester-2-ethyl ester). The yield is 175.1%. As a reaction SMILES: [CH3:1][CH2:2][O:3][C:4]([C@@H:6]1[CH2:10][C@H:9]([N:11]=[N+]=[N-])[CH2:8][N:7]1[C:14]([O:16][C:17]([CH3:20])([CH3:19])[CH3:18])=[O:15])=[O:5]>CO.[Pd]>[CH3:1][CH2:2][O:3][C:4]([C@@H:6]1[CH2:10][C@H:9]([NH2:11])[CH2:8][N:7]1[C:14]([O:16][C:17]([CH3:18])([CH3:20])[CH3:19])=[O:15])=[O:5]. Procedure: To the solution of (2S,4S)-4-azido-pyrrolidin-1,2-dicarboxylic acid-1-tert-butyl ester-2-ethyl ester (29) (1.8 g, 2.1 mmol) in CH3OH (40 ml) was added Pd/C 10% (50 mg). The resulting slurry was hydrogenated at 1 atm for 24 hours. The catalyst was filtered through Celite and filtrate evaporated under reduced pressure to give 0.95 g of desired product. The reactants are N1CCC(CC1)=NOC1CCN(CC1)C(=O)OC(C)C (Isopropyl 4-(Piperidin-4-ylideneaminooxy)piperidine-1-carboxylate), COC(=O)C1=NC(=C(N=C1Cl)Cl)Cl (3,5,6-Trichloro-pyrazine-2-carboxylic acid methyl ester), C(C)(C)N(CC)C(C)C (diisopropylethylamine). Solvent: CS(=O)C (DMSO), C(=O)(O)[O-].[Na+] (NaHCO3). Conditions: time 18 hour. The product is COC(=O)C1=NC(=C(N=C1Cl)N1CCC(CC1)=NOC1CCN(CC1)C(=O)OC(C)C)Cl (3,6-Dichloro-5-[4-(1-isopropoxycarbonyl-piperidin-4-yloxyimino)-piperidin-1-yl]-pyrazine-2-carboxylic acid methyl ester). Reaction SMILES: [NH:1]1[CH2:6][CH2:5][C:4](=[N:7][O:8][CH:9]2[CH2:14][CH2:13][N:12]([C:15]([O:17][CH:18]([CH3:20])[CH3:19])=[O:16])[CH2:11][CH2:10]2)[CH2:3][CH2:2]1.[CH3:21][O:22][C:23]([C:25]1[C:30]([Cl:31])=[N:29][C:28](Cl)=[C:27]([Cl:33])[N:26]=1)=[O:24].C(N(C(C)C)CC)(C)C>CS(C)=O.C([O-])(O)=O.[Na+]>[CH3:21][O:22][C:23]([C:25]1[C:30]([Cl:31])=[N:29][C:28]([N:1]2[CH2:2][CH2:3][C:4](=[N:7][O:8][CH:9]3[CH2:10][CH2:11][N:12]([C:15]([O:17][CH:18]([CH3:20])[CH3:19])=[O:16])[CH2:13][CH2:14]3)[CH2:5][CH2:6]2)=[C:27]([Cl:33])[N:26]=1)=[O:24] |f:4.5|. Procedure: 2d (99 mg, 0.35 mmol), 56a (92 mg, 0.35 mmol) and diisopropylethylamine (0.1 mL, 0.6 mmol) were combined in 0.5 mL of DMSO and stirred at room temperature for 18 h. The mixture was diluted with aqueous NaHCO3 (5 mL) and extracted with EtOAc (5 mL). The organic layer was concentrated under vacuum to afford the crude 56b. 20 mg of this crude material was purified by preparative HPLC to afford 56b: LC-MS 488.3 (MH+). The reactants are CCCC1(CC(=O)OCC)OCCc2c1[nH]c1c(Cl)ccc(Cl)c21, CCO, [Na+], [OH-]. Yields the product CCCC1(CC(=O)O)OCCc2c1[nH]c1c(Cl)ccc(Cl)c21. As a reaction SMILES: [CH2:1]([CH3:2])[O:3][C:4]([CH2:5][C:6]1([CH2:21][CH2:22][CH3:23])[O:7][CH2:8][CH2:9][c:10]2[c:11]1[nH:12][c:13]1[c:14]([Cl:20])[cH:15][cH:16][c:17]([Cl:19])[c:18]21)=[O:24].[CH3:27][CH2:28][OH:29].[Na+:26].[OH-:25]>>[O:3]=[C:4]([CH2:5][C:6]1([CH2:21][CH2:22][CH3:23])[O:7][CH2:8][CH2:9][c:10]2[c:11]1[nH:12][c:13]1[c:14]([Cl:20])[cH:15][cH:16][c:17]([Cl:19])[c:18]21)[OH:24]. The reactants are Br, CCN(C(C)C)C(C)C, Cc1nc(N)sc1-c1ccnc(N2CCOCC2)c1, ClCCl, Cl, CCOC(=O)CCN=C=O. Yields the product CCOC(=O)CCNC(=O)Nc1nc(C)c(-c2ccnc(N3CCOCC3)c2)s1. Reaction SMILES: [BrH:1].[CH2:21]([N:22]([CH:23]([CH3:24])[CH3:25])[CH:26]([CH3:27])[CH3:28])[CH3:29].[CH3:2][c:3]1[n:4][c:5]([NH2:20])[s:6][c:7]1-[c:8]1[cH:9][c:10]([N:14]2[CH2:15][CH2:16][O:17][CH2:18][CH2:19]2)[n:11][cH:12][cH:13]1.[Cl:40][CH2:41][Cl:42].[ClH:43].[N:30](=[C:31]=[O:32])[CH2:33][CH2:34][C:35](=[O:36])[O:37][CH2:38][CH3:39]>>[CH3:2][c:3]1[n:4][c:5]([NH:20][C:31]([NH:30][CH2:33][CH2:34][C:35](=[O:36])[O:37][CH2:38][CH3:39])=[O:32])[s:6][c:7]1-[c:8]1[cH:9][c:10]([N:14]2[CH2:15][CH2:16][O:17][CH2:18][CH2:19]2)[n:11][cH:12][cH:13]1.